This data is from the Open Reaction Database (ORD), a public repository of structured organic reaction records. The task is: describe an organic reaction: reactants, conditions, products, and yield Starting materials: CCN1C(=O)N(CCO)c2nc(N[C@@H]3CCC[C@H]3O)n(Cc4ccc(OC)c(Br)c4)c2C1=O, CC1(C)OB(OC1(C)C)c2ccc(cc2)c3cnccn3. Reagents/catalysts: CCN=P(N=P(N(C)C)(N(C)C)N(C)C)(N(C)C)N(C)C (P2-Et), CC(C)c1cc(C(C)C)c(-c2ccccc2[PH](C(C)(C)C)(C(C)(C)C)[Pd]2(OS(C)(=O)=O)Nc3ccccc3-c3ccccc32)c(C(C)C)c1 (tBuXphos G3). The solvent is CS(C)=O (DMSO), O (water), CS(C)=O (DMSO), CS(C)=O (DMSO), CS(C)=O (DMSO). Conditions: time 22 hour. Yields the product CCN1C(=O)N(CCO)c2nc(N[C@@H]3CCC[C@H]3O)n(Cc4ccc(OC)c(c4)c5ccc(cc5)c6cnccn6)c2C1=O, CCN1C(=O)N(CCO)c2nc(N[C@@H]3CCC[C@H]3O)n(Cc4ccc(OC)c(Br)c4)c2C1=O, c1ccc(-c2ccccc2)cc1. Starting materials: C(C)(=O)OC[C@@H](C)N1C(C2=CC=C(C(=C2C=C1)NC(CC1=CC(=C(C=C1)F)C(F)(F)F)=O)Cl)=O ((R)-2-(6-chloro-5-(2-(4-fluoro-3-(trifluoromethyl)phenyl)acetamido)-1-oxoisoquinolin-2(1H)-yl)propyl acetate), C([O-])([O-])=O.[K+].[K+] (potassium carbonate), CO (methanol). The reagents and catalysts are O (water). Conditions: time 30 minute. Product: ClC=1C(=C2C=CN(C(C2=CC1)=O)[C@@H](CO)C)NC(CC1=CC(=C(C=C1)F)C(F)(F)F)=O ((R)—N-(6-Chloro-2-(1-hydroxypropan-2-yl)-1-oxo-1,2-dihydroisoquinolin-5-yl)-2-(4-fluoro-3-(trifluoromethyl)phenyl)acetamide). RXN SMILES: C([O:4][CH2:5][C@H:6]([N:8]1[CH:17]=[CH:16][C:15]2[C:10](=[CH:11][CH:12]=[C:13]([Cl:33])[C:14]=2[NH:18][C:19](=[O:32])[CH2:20][C:21]2[CH:26]=[CH:25][C:24]([F:27])=[C:23]([C:28]([F:31])([F:30])[F:29])[CH:22]=2)[C:9]1=[O:34])[CH3:7])(=O)C.C(=O)([O-])[O-].[K+].[K+].CO>O>[Cl:33][C:13]1[C:14]([NH:18][C:19](=[O:32])[CH2:20][C:21]2[CH:26]=[CH:25][C:24]([F:27])=[C:23]([C:28]([F:30])([F:31])[F:29])[CH:22]=2)=[C:15]2[C:10](=[CH:11][CH:12]=1)[C:9](=[O:34])[N:8]([C@H:6]([CH3:7])[CH2:5][OH:4])[CH:17]=[CH:16]2 |f:1.2.3|. Reported procedure: A round bottom flask was charged with (R)-2-(6-chloro-5-(2-(4-fluoro-3-(trifluoromethyl)phenyl)acetamido)-1-oxoisoquinolin-2(1H)-yl)propyl acetate (250 mg, 0.00050 mol), potassium carbonate (100 mg, 0.00075 mol) and methanol (8 ML, 0.2 mol) and 2 drops of water. The reaction was stirred at room temperature for 30 minutes. The reaction mixture was filtered and washed with methanol. the solvent was removed under reduced pressureunder reduced pressure and the residue purified by reverse phase prepa... Starting materials: [Al+3], CC(C)(C)c1ccccc1O, CC(=O)Cl, Cc1ccccc1, [Cl-], [Cl-], [Cl-], O. Yields the product CC(=O)c1ccc(O)c(C(C)(C)C)c1. Reaction SMILES: [Al+3:2].[C:12]([CH3:13])([CH3:14])([CH3:15])[c:16]1[c:17]([OH:22])[cH:18][cH:19][cH:20][cH:21]1.[CH3:23][C:24]([Cl:25])=[O:26].[CH3:5][c:6]1[cH:7][cH:8][cH:9][cH:10][cH:11]1.[Cl-:1].[Cl-:3].[Cl-:4].[OH2:27]>>[C:12]([CH3:13])([CH3:14])([CH3:15])[c:16]1[c:17]([OH:22])[cH:18][cH:19][c:20]([C:24]([CH3:23])=[O:26])[cH:21]1. Starting materials: C1(CC1)NC(=O)C1=CC=C(C=C1)B(O)O ([4-[(cyclopropylamino)carbonyl]phenyl]-boronic acid), BrC1=CN=C2N1C1=CC=CC=C1N=C2Cl (1-bromo-4-chloro-imidazo[1,2-a]quinoxaline), NCCO (2-amino-ethanol), CCN(C(C)C)C(C)C (DIPEA). The reagents and catalysts are C1=CC=C(C=C1)P([C-]2C=CC=C2)C3=CC=CC=C3.C1=CC=C(C=C1)P([C-]2C=CC=C2)C3=CC=CC=C3.Cl[Pd]Cl.[Fe+2] (Pd(dppf)Cl2). The solvent is C([O-])([O-])=O.[K+].[K+] (potassium carbonate). Reaction conditions: temperature 170 celsius. Yields the product C1(CC1)NC(C1=CC=C(C=C1)C1=CN=C2N1C1=CC=CC=C1N=C2NCCO)=O (N-cyclopropyl-4-[4-(2-hydroxy-ethylamino)-imidazo[1,2-a]quinoxalin-1-yl]-benzamide). Yield: 13.0%. As a reaction SMILES: Br[C:2]1[N:6]2[C:7]3[C:12]([N:13]=[C:14](Cl)[C:5]2=[N:4][CH:3]=1)=[CH:11][CH:10]=[CH:9][CH:8]=3.[NH2:16][CH2:17][CH2:18][OH:19].CCN(C(C)C)C(C)C.[CH:29]1([NH:32][C:33]([C:35]2[CH:40]=[CH:39][C:38](B(O)O)=[CH:37][CH:36]=2)=[O:34])[CH2:31][CH2:30]1>C1C=CC(P(C2C=CC=CC=2)[C-]2C=CC=C2)=CC=1.C1C=CC(P(C2C=CC=CC=2)[C-]2C=CC=C2)=CC=1.Cl[Pd]Cl.[Fe+2].C(=O)([O-])[O-].[K+].[K+]>[CH:29]1([NH:32][C:33](=[O:34])[C:35]2[CH:40]=[CH:39][C:38]([C:2]3[N:6]4[C:7]5[C:12]([N:13]=[C:14]([NH:16][CH2:17][CH2:18][OH:19])[C:5]4=[N:4][CH:3]=3)=[CH:11][CH:10]=[CH:9][CH:8]=5)=[CH:37][CH:36]=2)[CH2:30][CH2:31]1 |f:4.5.6.7,8.9.10|. Procedure: (1-bromo-4-chloro-imidazo[1,2-a]quinoxaline (intermediate example 1.1, 1 mL, 0.2M in NMP), 2-amino-ethanol (2 eq, 0.8 mL, 0.5 M in NMP) and DIPEA (3 eq, 103 μL) were combined in a sealed vial and heated at 170° C. under microwave irradiation for 60 min. After cooling, [4-[(cyclopropylamino)carbonyl]phenyl]-boronic acid (1.5 eq, 0.3 mL, 1 M in NMP), Pd(dppf)Cl2 (0.1 eq, 533 μL, 0.0375 M in NMP) and potassium carbonate (600 μL, 1M in water) were added and the mixture was heated at 140° C. under mi... Starting materials: O=C([O-])C(O)C(O)C(=O)[O-], CN(C)C(=O)N1CC2CC(C#N)(CC3CCCCC3)CC2C1, CC(C)C[AlH]CC(C)C, ClCCl, [K+], [Na+]. The product is CN(C)C(=O)N1CC2CC(C=O)(CC3CCCCC3)CC2C1. As a reaction SMILES: [C:32](=[O:33])([CH:34]([CH:35]([C:36]([O-:37])=[O:38])[OH:39])[OH:40])[O-:41].[CH3:1][N:2]([C:3](=[O:4])[N:5]1[CH2:6][CH:7]2[CH:8]([CH2:9]1)[CH2:10][C:11]([CH2:13][CH:14]1[CH2:15][CH2:16][CH2:17][CH2:18][CH2:19]1)([C:20]#[N:21])[CH2:12]2)[CH3:22].[CH3:23][CH:24]([CH2:25][AlH:26][CH2:27][CH:28]([CH3:29])[CH3:30])[CH3:31].[Cl:44][CH2:45][Cl:46].[K+:43].[Na+:42]>>[CH3:1][N:2]([C:3](=[O:4])[N:5]1[CH2:6][CH:7]2[CH:8]([CH2:9]1)[CH2:10][C:11]([CH2:13][CH:14]1[CH2:15][CH2:16][CH2:17][CH2:18][CH2:19]1)([CH:20]=[O:33])[CH2:12]2)[CH3:22]. Starting materials: Cl.NO (hydroxylamine hydrochloride), C([O-])([O-])=O.[Na+].[Na+] (sodium carbonate), O1C=C(C(C2=CC=CC=C12)=O)C(=O)Cl (chromone-3-carbonylchloride). The solvent is O (water), C(Cl)Cl (methylenechloride), C(Cl)Cl (methylene chloride). The product is O=C1C(=COC2=C1C=CC=C2)C(=O)N[O-].[Na+] (Sodium 4-oxo-4H-1-benzopyran-3-carbohydroxamate). Reaction SMILES: Cl.[NH2:2][OH:3].C(=O)([O-])[O-].[Na+:8].[Na+].[O:10]1[C:19]2[C:14](=[CH:15][CH:16]=[CH:17][CH:18]=2)[C:13](=[O:20])[C:12]([C:21](Cl)=[O:22])=[CH:11]1>O.C(Cl)Cl>[O:20]=[C:13]1[C:14]2[CH:15]=[CH:16][CH:17]=[CH:18][C:19]=2[O:10][CH:11]=[C:12]1[C:21]([NH:2][O-:3])=[O:22].[Na+:8] |f:0.1,2.3.4,8.9|. Procedure: A solution of 8.34 g (0.12 mol) of hydroxylamine hydrochloride in 125 ml of water was mixed with 100 ml of methylenechloride. Solid sodium carbonate (50 g) was added with cooling. With stirring, a solution of 16.5 g (0.079 mol) of chromone-3-carbonylchloride in 250 ml of methylene chloride was added over a period of 5 minutes, keeping the temp. at 15° with ice bath cooling. After 15 minutes reaction time the thick mixture was filtered and washed with 200 ml of ice-water. The damp filter cake was... The reactants are [OH-].[Na+] (Sodium hydroxide), O1C(=CC2=C1C=CC=C2)C=2N=C(SC2)CCC(=O)OCC (ethyl 3-[4-(2-benzofuranyl)thiazol-2-yl]propionate), C([O-])([O-])=O.[K+].[K+] (potassium carbonate). The solvent is CO (methanol). Reaction conditions: time 8 hour. Yields the product O1C(=CC2=C1C=CC=C2)C=2N=C(SC2)CCC(=O)O (3-[4-(2-Benzofuranyl)thiazol-2-yl]propionic acid). The yield is 73.3%. Reaction SMILES: [OH-].[Na+].[O:3]1[C:7]2[CH:8]=[CH:9][CH:10]=[CH:11][C:6]=2[CH:5]=[C:4]1[C:12]1[N:13]=[C:14]([CH2:17][CH2:18][C:19]([O:21]CC)=[O:20])[S:15][CH:16]=1.C(=O)([O-])[O-].[K+].[K+]>CO>[O:3]1[C:7]2[CH:8]=[CH:9][CH:10]=[CH:11][C:6]=2[CH:5]=[C:4]1[C:12]1[N:13]=[C:14]([CH2:17][CH2:18][C:19]([OH:21])=[O:20])[S:15][CH:16]=1 |f:0.1,3.4.5|. Procedure details: 1N Sodium hydroxide (3 ml) was added dropwise to a methanol solution (3 ml) of ethyl 3-[4-(2-benzofuranyl)thiazol-2-yl]propionate (460 mg) under ice-cooling. The reaction mixture was stirred at room temperature overnight, to which was added 10% aqueous potassium carbonate solution (10 ml), and the mixture was washed with ethyl acetate. The aqueous layer was made acidic (pH 3) by adding 1N hydrochloric acid and extracted with ethyl acetate. The organic layer was dried and concentrated to obtain t... Starting materials: Clc1ccccc1, O=C(O)c1ccc([N+](=O)[O-])cc1Cl, c1ccccc1. Product: O=C(c1ccc(Cl)cc1)c1ccc([N+](=O)[O-])cc1Cl. RXN SMILES: [Cl:1][c:2]1[cH:3][cH:4][cH:5][cH:6][cH:7]1.[Cl:8][c:9]1[c:10]([C:11](=[O:12])[OH:13])[cH:14][cH:15][c:16]([N+:18](=[O:19])[O-:20])[cH:17]1.[cH:21]1[cH:22][cH:23][cH:24][cH:25][cH:26]1>>[Cl:1][c:2]1[cH:3][cH:4][c:5]([C:11]([c:10]2[c:9]([Cl:8])[cH:17][c:16]([N+:18](=[O:19])[O-:20])[cH:15][cH:14]2)=[O:13])[cH:6][cH:7]1. Starting materials: FC1=CC(=C(C=O)C=C1)SC (4-fluoro-2-methylsulfanylbenzaldehyde), Cl.CON (O-methylhydroxylamine hydrochloride), C(C)(=O)[O-].[Na+] (sodium acetate), O (water). The solvent is C1CCOC1 (THF), CCOCC (ether). Reaction conditions: time 4 hour. Yields the product CON=CC1=C(C=C(C=C1)F)SC (4-fluoro-2-methylsulfanyl-benzaldehyde-O-methyl-oxime). The yield is 98.6%. As a reaction SMILES: [F:1][C:2]1[CH:9]=[CH:8][C:5]([CH:6]=O)=[C:4]([S:10][CH3:11])[CH:3]=1.Cl.[CH3:13][O:14][NH2:15].C([O-])(=O)C.[Na+].O>CCOCC.C1COCC1>[CH3:13][O:14][N:15]=[CH:6][C:5]1[CH:8]=[CH:9][C:2]([F:1])=[CH:3][C:4]=1[S:10][CH3:11] |f:1.2,3.4|. Procedure details: A 250 mL round bottom flask was charged with 4-fluoro-2-methylsulfanylbenzaldehyde (5.106 g, 30 mmol), O-methylhydroxylamine hydrochloride (3.758 g, 45 mmol), sodium acetate (6.124 g, 45 mmol), water (50 mL) and THF (75 mL). The reaction mixture was stirred at room temperature for 4 h and taken up into ether (300 mL), washed with water (2×50 mL) and brine (50 mL). The organic phase was dried over anhydrous Na2SO4, filtered and concentrated to give 4-fluoro-2-methylsulfanyl-benzaldehyde-O-methyl-...